This data is from the Open Reaction Database (ORD), a public repository of structured organic reaction records. The task is: describe an organic reaction: reactants, conditions, products, and yield The reactants are CO, Nc1ccc(C(=O)Nc2nccc3ccccc23)cc1[N+](=O)[O-], O=[Pt]. Product: Nc1ccc(C(=O)Nc2nccc3ccccc23)cc1N. As a reaction SMILES: [CH3:24][OH:25].[NH2:1][c:2]1[c:3]([N+:21]([O-:22])=[O:23])[cH:4][c:5]([C:6](=[O:7])[NH:8][c:9]2[n:10][cH:11][cH:12][c:13]3[cH:14][cH:15][cH:16][cH:17][c:18]23)[cH:19][cH:20]1.[Pt:26]=[O:27]>>[NH2:1][c:2]1[c:3]([NH2:21])[cH:4][c:5]([C:6](=[O:7])[NH:8][c:9]2[n:10][cH:11][cH:12][c:13]3[cH:14][cH:15][cH:16][cH:17][c:18]23)[cH:19][cH:20]1.